From a dataset of the Open Reaction Database (ORD), a public repository of structured organic reaction records. describe an organic reaction: reactants, conditions, products, and yield Reactants: CO, CCOC(=O)CN1CCN(C(=O)CCc2c(-c3ccc(Cl)cc3)[nH]c3ccc(Cl)cc23)CC1, Cl, [K+], [OH-], O. Product: O=C(O)CN1CCN(C(=O)CCc2c(-c3ccc(Cl)cc3)[nH]c3ccc(Cl)cc23)CC1. Reaction SMILES: [CH3:38][OH:39].[Cl:3][c:4]1[cH:5][c:6]2[c:7]([CH2:20][CH2:21][C:22](=[O:23])[N:24]3[CH2:25][CH2:26][N:27]([CH2:30][C:31](=[O:32])[O:33][CH2:34][CH3:35])[CH2:28][CH2:29]3)[c:8](-[c:13]3[cH:14][cH:15][c:16]([Cl:19])[cH:17][cH:18]3)[nH:9][c:10]2[cH:11][cH:12]1.[ClH:37].[K+:2].[OH-:1].[OH2:36]>>[Cl:3][c:4]1[cH:5][c:6]2[c:7]([CH2:20][CH2:21][C:22](=[O:23])[N:24]3[CH2:25][CH2:26][N:27]([CH2:30][C:31](=[O:32])[OH:33])[CH2:28][CH2:29]3)[c:8](-[c:13]3[cH:14][cH:15][c:16]([Cl:19])[cH:17][cH:18]3)[nH:9][c:10]2[cH:11][cH:12]1. Procedure details: To a solution of (2S)-2-((3S)-3-{[(benzyloxy)carbonyl]amino}-2-oxopyrrolidin-1-yl)propanoic acid (3.1 g) in DCM (30 ml) were added 1-[3-(dimethylamino)propyl]-3-ethylcarbodiimide hydrochloride (4.6 g), HOBT (3.2 g) and triethylamine (2.5 ml) and the mixture was stirred at room temperature for 5 min. Piperidine (2.9 ml) was added and the resultant mixture stirred at room temperature for 72 h. The mixture was washed with potassium carbonate (2M), dried (over magnesium sulphate) and concentrated un... As a reaction SMILES: [CH2:1]([O:8][C:9]([NH:11][C@H:12]1[CH2:16][CH2:15][N:14]([C@@H:17]([CH3:21])[C:18]([OH:20])=O)[C:13]1=[O:22])=[O:10])[C:2]1[CH:7]=[CH:6][CH:5]=[CH:4][CH:3]=1.Cl.CN(C)CCCN=C=NCC.[CH:35]1[CH:36]=[CH:37]C2N(O)N=[N:41][C:39]=2[CH:40]=1.N1CCCCC1>C(Cl)Cl.C(N(CC)CC)C>[CH3:21][C@H:17]([N:14]1[CH2:15][CH2:16][C@H:12]([NH:11][C:9](=[O:10])[O:8][CH2:1][C:2]2[CH:3]=[CH:4][CH:5]=[CH:6][CH:7]=2)[C:13]1=[O:22])[C:18](=[O:20])[N:41]1[CH2:37][CH2:36][CH2:35][CH2:40][CH2:39]1 |f:1.2|. Reactants: N1CCCCC1 (Piperidine), resultant mixture, C(C1=CC=CC=C1)OC(=O)N[C@@H]1C(N(CC1)[C@H](C(=O)O)C)=O ((2S)-2-((3S)-3-{[(benzyloxy)carbonyl]amino}-2-oxopyrrolidin-1-yl)propanoic acid), Cl.CN(CCCN=C=NCC)C (1-[3-(dimethylamino)propyl]-3-ethylcarbodiimide hydrochloride), C=1C=CC2=C(C1)N=NN2O (HOBT). The solvent is C(Cl)Cl (DCM), C(C)N(CC)CC (triethylamine). Isolated yield 68.8%. The product is C[C@@H](C(N1CCCCC1)=O)N1C([C@H](CC1)NC(OCC1=CC=CC=C1)=O)=O (Benzyl (3S)-1-[(1S)-1-methyl-2-oxo-2-piperidin-1-ylethyl]-2-oxopyrrolidin-3-ylcarbamate). Run at time 5 minute. The reactants are ClC=1C=NC=C(C1N1CCC2(CCNC2=O)CC1)Cl (8-(3,5-dichloropyridin-4-yl)-2,8-diazaspiro[4.5]decan-1-one), C1(=CC=CC=C1)B(O)O (phenyl boronic acid), C([O-])([O-])=O.[Na+].[Na+] (sodium carbonate). Reagents/catalysts: C=1C=CC(=CC1)[P](C=2C=CC=CC2)(C=3C=CC=CC3)[Pd]([P](C=4C=CC=CC4)(C=5C=CC=CC5)C=6C=CC=CC6)([P](C=7C=CC=CC7)(C=8C=CC=CC8)C=9C=CC=CC9)[P](C=1C=CC=CC1)(C=1C=CC=CC1)C=1C=CC=CC1 (tetrakis(triphenylphosphine)palladium(0)). The solvent is C(C)#N (acetonitrile). The product is ClC=1C=NC=C(C1N1CCC2(CCNC2=O)CC1)C1=CC=CC=C1 (8-(3-chloro-5-phenylpyridin-4-yl)-2,8-diazaspiro[4.5]decan-1-one). The yield is 28.0%. Reaction SMILES: Cl[C:2]1[CH:3]=[N:4][CH:5]=[C:6]([Cl:19])[C:7]=1[N:8]1[CH2:18][CH2:17][C:11]2([C:15](=[O:16])[NH:14][CH2:13][CH2:12]2)[CH2:10][CH2:9]1.[C:20]1(B(O)O)[CH:25]=[CH:24][CH:23]=[CH:22][CH:21]=1.C(=O)([O-])[O-].[Na+].[Na+]>C1C=CC([P]([Pd]([P](C2C=CC=CC=2)(C2C=CC=CC=2)C2C=CC=CC=2)([P](C2C=CC=CC=2)(C2C=CC=CC=2)C2C=CC=CC=2)[P](C2C=CC=CC=2)(C2C=CC=CC=2)C2C=CC=CC=2)(C2C=CC=CC=2)C2C=CC=CC=2)=CC=1.C(#N)C>[Cl:19][C:6]1[CH:5]=[N:4][CH:3]=[C:2]([C:20]2[CH:25]=[CH:24][CH:23]=[CH:22][CH:21]=2)[C:7]=1[N:8]1[CH2:18][CH2:17][C:11]2([C:15](=[O:16])[NH:14][CH2:13][CH2:12]2)[CH2:10][CH2:9]1 |f:2.3.4,^1:38,40,59,78|. Procedure details: General procedure E was followed using 8-(3,5-dichloropyridin-4-yl)-2,8-diazaspiro[4.5]decan-1-one E59 (38 mg, 0.13 mmol), phenyl boronic acid (19 mg, 0.16 mmol), tetrakis(triphenylphosphine)palladium(0) (7.3 mg, 5 mol %), acetonitrile (1.4 ml) and 0.5 M sodium carbonate (0.35 ml, 0.18 mmol). The crude product was purified by flash column chromatography on silica gel (CH2Cl2, MeOH, 97:3) followed by preparative hplc (CH3CN, H2O, gradient 1:9 to 9:1) to furnish the title compound as a white solid... The reactants are NC=1C=CC2=C(N(C(CO2)=O)CCC)C1 (6-amino-4-propyl-2H-1,4-benzoxazin-3(4H)-one), C/C=1/C(=O)OC(\C1\C)=O (2,3-dimethylmaleic anhydride), O (water). Run in C(C)(=O)O (acetic acid). Product: C(CC)N1C(COC2=C1C=C(C=C2)N2C(C(=C(C2=O)C)C)=O)=O (1-[4-propyl-2H-1,4-benzoxazin-3(4H)-on-6-yl]-3,4-dimethyl-2,5-dioxo-2,5-dihydropyrrole). Yield: 49.1%. As a reaction SMILES: [NH2:1][C:2]1[CH:3]=[CH:4][C:5]2[O:10][CH2:9][C:8](=[O:11])[N:7]([CH2:12][CH2:13][CH3:14])[C:6]=2[CH:15]=1.[CH3:16][C:17]1[C:18]([O:20][C:21](=O)[C:22]=1[CH3:23])=[O:19].O>C(O)(=O)C>[CH2:12]([N:7]1[C:6]2[CH:15]=[C:2]([N:1]3[C:18](=[O:19])[C:17]([CH3:16])=[C:22]([CH3:23])[C:21]3=[O:20])[CH:3]=[CH:4][C:5]=2[O:10][CH2:9][C:8]1=[O:11])[CH2:13][CH3:14]. Procedure: 2.27 g of 6-amino-4-propyl-2H-1,4-benzoxazin-3(4H)-one and 1.7 g of 2,3-dimethylmaleic anhydride were refluxed for 2 hours in acetic acid. After the reaction mixture was allowed to cool, 50 ml of water was added, and the precipitated crystals were collected by filtration and recrystallized from ethanol to give 1.7 g of 1-[4-propyl-2H-1,4-benzoxazin-3(4H)-on-6-yl]-3,4-dimethyl-2,5-dioxo-2,5-dihydropyrrole. m.p. 147°-149° C. Reactants: COC(=O)C=CC(=O)c1cc(Cl)ccc1N, C1COCCO1. The product is COC(=O)CCC(=O)c1cc(Cl)ccc1N. Reaction SMILES: [NH2:1][c:2]1[c:3]([C:9]([CH:10]=[CH:11][C:12](=[O:13])[O:14][CH3:15])=[O:16])[cH:4][c:5]([Cl:8])[cH:6][cH:7]1.[O:17]1[CH2:18][CH2:19][O:20][CH2:21][CH2:22]1>>[NH2:1][c:2]1[c:3]([C:9]([CH2:10][CH2:11][C:12](=[O:13])[O:14][CH3:15])=[O:16])[cH:4][c:5]([Cl:8])[cH:6][cH:7]1. Starting materials: C1(CC1)CN1CCC(CC1)(C1=CC=C(C=C1)I)CNC(CC1=CC(=CC(=C1)F)F)=O (N-[1-cyclopropylmethyl-4-(4-iodo-phenyl)-piperidin-4-ylmethyl]-2-(3,5-difluoro-phenyl)-acetamide), CCO (EtOH), C(#N)C=1C=C(C=CC1)B(O)O (3-cyanophenylboronic acid), C(=O)([O-])[O-].[Na+].[Na+] (Na2CO3). Reagents/catalysts: C=1C=CC(=CC1)[P](C=2C=CC=CC2)(C=3C=CC=CC3)[Pd]([P](C=4C=CC=CC4)(C=5C=CC=CC5)C=6C=CC=CC6)([P](C=7C=CC=CC7)(C=8C=CC=CC8)C=9C=CC=CC9)[P](C=1C=CC=CC1)(C=1C=CC=CC1)C=1C=CC=CC1 (Pd(PPh3)4). Run in O (H2O), C1(=CC=CC=C1)C (toluene). Product: C(#N)C=1C=C(C=CC1)C1=CC=C(C=C1)C1(CCN(CC1)CC1CC1)CNC(CC1=CC(=CC(=C1)F)F)=O (N-[4-(3′-cyano-biphenyl-4-yl)-1-cyclopropylmethyl-piperidin-4-ylmethyl]-2-(3,5-difluoro-phenyl)-acetamide). The yield is 60.0%. RXN SMILES: [CH:1]1([CH2:4][N:5]2[CH2:10][CH2:9][C:8]([CH2:18][NH:19][C:20](=[O:30])[CH2:21][C:22]3[CH:27]=[C:26]([F:28])[CH:25]=[C:24]([F:29])[CH:23]=3)([C:11]3[CH:16]=[CH:15][C:14](I)=[CH:13][CH:12]=3)[CH2:7][CH2:6]2)[CH2:3][CH2:2]1.[C:31]([C:33]1[CH:34]=[C:35](B(O)O)[CH:36]=[CH:37][CH:38]=1)#[N:32].C([O-])([O-])=O.[Na+].[Na+].CCO>C1(C)C=CC=CC=1.C1C=CC([P]([Pd]([P](C2C=CC=CC=2)(C2C=CC=CC=2)C2C=CC=CC=2)([P](C2C=CC=CC=2)(C2C=CC=CC=2)C2C=CC=CC=2)[P](C2C=CC=CC=2)(C2C=CC=CC=2)C2C=CC=CC=2)(C2C=CC=CC=2)C2C=CC=CC=2)=CC=1.O>[C:31]([C:33]1[CH:38]=[C:37]([C:14]2[CH:15]=[CH:16][C:11]([C:8]3([CH2:18][NH:19][C:20](=[O:30])[CH2:21][C:22]4[CH:27]=[C:26]([F:28])[CH:25]=[C:24]([F:29])[CH:23]=4)[CH2:9][CH2:10][N:5]([CH2:4][CH:1]4[CH2:3][CH2:2]4)[CH2:6][CH2:7]3)=[CH:12][CH:13]=2)[CH:36]=[CH:35][CH:34]=1)#[N:32] |f:2.3.4,^1:61,63,82,101|. Reported procedure: To a flask containing 1 N-[1-cyclopropylmethyl-4-(4-iodo-phenyl)-piperidin-4-ylmethyl]-2-(3,5-difluoro-phenyl)-acetamide (0.040 g, 0.76 mmol) was added Pd(PPh3)4 (0.01 g, 0.008 mmol, 10 mol %), 3-cyanophenylboronic acid (0.020 g, 0.12 mmol, 1.5 eq.) and Na2CO3 (0.106 g, 1 mmol). The mixture was suspended in toluene (1.5 mL), EtOH (0.75 mL) and H2O (0.5 mL) and heated to 80° C. for 18 h. The reaction mixture was cooled to room temperature and partitioned between EtOAc (5 mL) and saturated Na2CO3 ... Yields the product C=CCSc1ccc([N+](=O)[O-])c(N)c1. As a reaction SMILES: [CH2:12]([CH:13]=[CH2:14])[SH:15].[CH3:16][CH2:17][OH:18].[N+:1](=[O:2])([O-:3])[c:4]1[c:5]([NH2:6])[cH:7][c:8]([Cl:11])[cH:9][cH:10]1>>[N+:1](=[O:2])([O-:3])[c:4]1[c:5]([NH2:6])[cH:7][c:8]([S:15][CH2:12][CH:13]=[CH2:14])[cH:9][cH:10]1. Reactants: C=CCS, CCO, Nc1cc(Cl)ccc1[N+](=O)[O-]. Starting materials: C(CCC)OCC1=CC=C(CN)C=C1 (4-butoxymethyl-benzylamine), C(C)(=O)O (acetic acid), N(=O)[O-].[Na+] (sodium nitrite). Solvent: O (water), C(C)(=O)OCC (ethyl acetate), O (water). Run at time 40 minute. Yields the product C(CCC)OCC1=CC=C(C=C1)CO ((4-Butoxymethyl-phenyl)-methanol). RXN SMILES: [CH2:1]([O:5][CH2:6][C:7]1[CH:14]=[CH:13][C:10]([CH2:11]N)=[CH:9][CH:8]=1)[CH2:2][CH2:3][CH3:4].C(O)(=[O:17])C.N([O-])=O.[Na+]>O.C(OCC)(=O)C>[CH2:1]([O:5][CH2:6][C:7]1[CH:14]=[CH:13][C:10]([CH2:11][OH:17])=[CH:9][CH:8]=1)[CH2:2][CH2:3][CH3:4] |f:2.3|. Procedure details: To a mixture of 4-butoxymethyl-benzylamine (250 mg) described in Manufacturing Example 43-2, acetic acid (2 mL), and water (2 mL) was added sodium nitrite (1.1 g) at 0° C., which was stirred for 40 minutes at room temperature. The reaction mixture was added to a mixture of ethyl acetate and water, and then extracted. The organic layer was washed with a saturated aqueous solution of sodium hydrogen carbonate and then with saturated brine. The solvent was evaporated from the organic layer under a ... The reactants are C(C1=CC=CC=C1)OC(=O)CCC[C@@H](C(=O)O[C@H](CC(=O)N)CCCCCCCCCCCCC)NC(=O)OC1=CC=CC=C1 ((3S)-3-[(2S)-5-benzyloxycarbonyl-2-(phenoxycarbonylamino)pentanoyl]oxyhexadecanamide), NC1=NC=CC=C1 (2-aminopyridine), C(C)(=O)OCC (ethyl acetate), Cl (hydrochloric acid). The solvent is N1=CC=CC=C1 (pyridine). Yields the product C(C1=CC=CC=C1)OC(=O)CCC[C@@H](C(=O)O[C@H](CC(=O)N)CCCCCCCCCCCCC)NC(=O)NC1=NC=CC=C1 ((3S)-3-[(2S)-5-benzyloxycarbonyl-2-{3-(2-pyridyl)ureido}pentanoyl]oxyhexadecanamide). Isolated yield 67.1%. Reaction SMILES: [CH2:1]([O:8][C:9]([CH2:11][CH2:12][CH2:13][C@H:14]([NH:36][C:37](OC1C=CC=CC=1)=[O:38])[C:15]([O:17][C@@H:18]([CH2:23][CH2:24][CH2:25][CH2:26][CH2:27][CH2:28][CH2:29][CH2:30][CH2:31][CH2:32][CH2:33][CH2:34][CH3:35])[CH2:19][C:20]([NH2:22])=[O:21])=[O:16])=[O:10])[C:2]1[CH:7]=[CH:6][CH:5]=[CH:4][CH:3]=1.[NH2:46][C:47]1[CH:52]=[CH:51][CH:50]=[CH:49][N:48]=1.C(OCC)(=O)C.Cl>N1C=CC=CC=1>[CH2:1]([O:8][C:9]([CH2:11][CH2:12][CH2:13][C@H:14]([NH:36][C:37]([NH:46][C:47]1[CH:52]=[CH:51][CH:50]=[CH:49][N:48]=1)=[O:38])[C:15]([O:17][C@@H:18]([CH2:23][CH2:24][CH2:25][CH2:26][CH2:27][CH2:28][CH2:29][CH2:30][CH2:31][CH2:32][CH2:33][CH2:34][CH3:35])[CH2:19][C:20]([NH2:22])=[O:21])=[O:16])=[O:10])[C:2]1[CH:3]=[CH:4][CH:5]=[CH:6][CH:7]=1. Procedure: A solution of (3S)-3-[(2S)-5-benzyloxycarbonyl-2-(phenoxycarbonylamino)pentanoyl]oxyhexadecanamide (1.70 g) and 2-aminopyridine (2.56 g) in pyridine (10 ml) was stirred at 70° C. for 64 hours, and then poured into a mixture of ethyl acetate (100 ml) and 1N hydrochloric acid (100 ml). The organic phase was washed with 1N hydrochloric acid (100 ml), 0.5N hydrochloric acid (100 ml), saturated aqueous sodium bicarbonate (100 ml), and brine (50 ml) successively, dried over magnesium sulfate, and evap... Reactants: CC(=O)N1CCc2c(sc(C)c2C(=O)CCCCl)C1, Cl, Fc1ccc2c(C3CCNCC3)noc2c1. Product: CC(=O)N1CCc2c(sc(C)c2C(=O)CCCN2CCC(c3noc4cc(F)ccc34)CC2)C1. As a reaction SMILES: [C:1]([CH3:2])(=[O:3])[N:4]1[CH2:5][c:6]2[c:7]([c:10]([C:14]([CH2:15][CH2:16][CH2:17][Cl:18])=[O:19])[c:11]([CH3:13])[s:12]2)[CH2:8][CH2:9]1.[ClH:20].[F:21][c:22]1[cH:23][c:24]2[c:25]([c:26]([CH:29]3[CH2:30][CH2:31][NH:32][CH2:33][CH2:34]3)[n:27][o:28]2)[cH:35][cH:36]1>>[C:1]([CH3:2])(=[O:3])[N:4]1[CH2:5][c:6]2[c:7]([c:10]([C:14]([CH2:15][CH2:16][CH2:17][N:32]3[CH2:31][CH2:30][CH:29]([c:26]4[c:25]5[c:24]([cH:23][c:22]([F:21])[cH:36][cH:35]5)[o:28][n:27]4)[CH2:34][CH2:33]3)=[O:19])[c:11]([CH3:13])[s:12]2)[CH2:8][CH2:9]1.